Dataset: the Open Reaction Database (ORD), a public repository of structured organic reaction records. Task: describe an organic reaction: reactants, conditions, products, and yield The reactants are B, CC(=O)[O-], CO, C=C(C)CCC(=O)OCC, ClI, [Na+], [Na+], [Na+], C1CCOC1, C1CCOC1, O, O=S([O-])([O-])=S. Product: CCOC(=O)CCC(C)CI. As a reaction SMILES: [BH3:6].[CH3:18][C:19](=[O:20])[O-:21].[CH3:31][OH:32].[CH3:7][C:8]([CH2:9][CH2:10][C:11](=[O:12])[O:13][CH2:14][CH3:15])=[CH2:16].[I:22][Cl:23].[Na+:17].[Na+:29].[Na+:30].[O:1]1[CH2:2][CH2:3][CH2:4][CH2:5]1.[O:34]1[CH2:35][CH2:36][CH2:37][CH2:38]1.[OH2:33].[S:24]([O-:25])([O-:26])(=[O:27])=[S:28]>>[CH3:7][CH:8]([CH2:9][CH2:10][C:11](=[O:12])[O:13][CH2:14][CH3:15])[CH2:16][I:22]. Starting materials: ClC1=C(C=NC=C1)S(=O)(=O)N (4-chloropyridine-3-sulfonamide). Run in O (water), C(CC)N (n-propylamine), C(C)(C)O (isopropanol). Yields the product C(CC)NC1=C(C=NC=C1)S(=O)(=O)N (4-PROPYLAMINOPYRIDINE-3-SULFONAMIDE). As a reaction SMILES: Cl[C:2]1[CH:7]=[CH:6][N:5]=[CH:4][C:3]=1[S:8]([NH2:11])(=[O:10])=[O:9]>C(N)CC.C(O)(C)C.O>[CH2:4]([NH:5][C:2]1[CH:7]=[CH:6][N:5]=[CH:4][C:3]=1[S:8]([NH2:11])(=[O:10])=[O:9])[CH2:3][CH3:2]. Reported procedure: 2 g of 4-chloropyridine-3-sulfonamide are dissolved in 10 cm3 of n-propylamine and 10 cm3 of isopropanol. The mixture is brought to reflux for 2 hours, the solution is then cooled and the solvent is evaporated. The solid obtained is redispersed in water (20 cm3). The insoluble material is collected on the filter, washed with water and dried. The reactants are ClC1=NC2=CC=CC=C2C(=N1)N1CC2=CC=CC=C2CC1 (2-Chloro-4-(1,2,3,4-Tetrahydroisoquinoline-2-Yl) Quinazoline), FC1=CC(=C(N)C=C1)C (4-fluoro-2-methylaniline). The solvent is CN(C=O)C (dimethylformamide). Product: Cl.FC1=CC(=C(C=C1)NC1=NC2=CC=CC=C2C(=N1)N1CC2=CC=CC=C2CC1)C (2-(4-Fluoro-2-Methylphenyl -Amino)-4-(1,2,3,4-Tetrahydroisoquinoline-2-Yl)Quinazoline Hydrochloride). Yield: 46.0%. As a reaction SMILES: [Cl:1][C:2]1[N:11]=[C:10]([N:12]2[CH2:21][CH2:20][C:19]3[C:14](=[CH:15][CH:16]=[CH:17][CH:18]=3)[CH2:13]2)[C:9]2[C:4](=[CH:5][CH:6]=[CH:7][CH:8]=2)[N:3]=1.[F:22][C:23]1[CH:29]=[CH:28][C:26]([NH2:27])=[C:25]([CH3:30])[CH:24]=1>CN(C)C=O>[ClH:1].[F:22][C:23]1[CH:29]=[CH:28][C:26]([NH:27][C:2]2[N:11]=[C:10]([N:12]3[CH2:21][CH2:20][C:19]4[C:14](=[CH:15][CH:16]=[CH:17][CH:18]=4)[CH2:13]3)[C:9]3[C:4](=[CH:5][CH:6]=[CH:7][CH:8]=3)[N:3]=2)=[C:25]([CH3:30])[CH:24]=1 |f:3.4|. Procedure: In accordance with the same procedures as in Example 18, except that to a mixture of 2.2 g of the compound(7 mM) prepared in Example 1 and 15 ml of dimethylformamide, 1.7 ml of 4-fluoro-2-methylaniline(15 mM) was added, 1.35 g of the title compound was prepared.